This data is from the Open Reaction Database (ORD), a public repository of structured organic reaction records. The task is: describe an organic reaction: reactants, conditions, products, and yield Reactants: [BH4-], O=C(NC1CCN(CC(=O)c2c[nH]c3ccccc23)CC1)c1ccccc1, CC(C)O, [Na+], [Na+], [OH-], O. Product: O=C(NC1CCN(CCc2c[nH]c3ccccc23)CC1)c1ccccc1. Reaction SMILES: [BH4-:1].[C:3]([c:4]1[cH:5][cH:6][cH:7][cH:8][cH:9]1)(=[O:10])[NH:11][CH:12]1[CH2:13][CH2:14][N:15]([CH2:18][C:19](=[O:20])[c:21]2[cH:22][nH:23][c:24]3[cH:25][cH:26][cH:27][cH:28][c:29]23)[CH2:16][CH2:17]1.[CH:32]([OH:33])([CH3:34])[CH3:35].[Na+:2].[Na+:31].[OH-:30].[OH2:36]>>[C:3]([c:4]1[cH:5][cH:6][cH:7][cH:8][cH:9]1)(=[O:10])[NH:11][CH:12]1[CH2:13][CH2:14][N:15]([CH2:18][CH2:19][c:21]2[cH:22][nH:23][c:24]3[cH:25][cH:26][cH:27][cH:28][c:29]23)[CH2:16][CH2:17]1. Reactants: COC1=CC(=C(C(=C1)C)N1C=C(C=2C1=NC(=CC2OS(=O)(=O)C(F)(F)F)C)C)C (trifluoromethanesulfonic acid 1-(4-methoxy-2,6-dimethylphenyl)-3,6-dimethyl-1H-pyrrolo[2,3-b]pyridin-4-yl ester), C(C)(C)N(C(C)C)CC (N,N-diisopropylethylamine), N1CCC(CC1)CC#N (piperidin-4-yl-acetonitrile), C(C)(=O)OCC (ethyl acetate). Run in O (water). Run at temperature 150 celsius. Product: COC1=CC(=C(C(=C1)C)N1C=C(C=2C1=NC(=CC2N2CCC(CC2)CC#N)C)C)C ({1-[1-(4-methoxy-2,6-dimethyl-phenyl)-3,6-dimethyl-1H-pyrrolo[2,3-b]pyridin-4-yl]-piperidin-4-yl}-acetonitrile). Yield: 56.1%. Reaction SMILES: [CH3:1][O:2][C:3]1[CH:8]=[C:7]([CH3:9])[C:6]([N:10]2[C:14]3=[N:15][C:16]([CH3:27])=[CH:17][C:18](OS(C(F)(F)F)(=O)=O)=[C:13]3[C:12]([CH3:28])=[CH:11]2)=[C:5]([CH3:29])[CH:4]=1.C(N(CC)C(C)C)(C)C.[NH:39]1[CH2:44][CH2:43][CH:42]([CH2:45][C:46]#[N:47])[CH2:41][CH2:40]1.C(OCC)(=O)C>O>[CH3:1][O:2][C:3]1[CH:4]=[C:5]([CH3:29])[C:6]([N:10]2[C:14]3=[N:15][C:16]([CH3:27])=[CH:17][C:18]([N:39]4[CH2:44][CH2:43][CH:42]([CH2:45][C:46]#[N:47])[CH2:41][CH2:40]4)=[C:13]3[C:12]([CH3:28])=[CH:11]2)=[C:7]([CH3:9])[CH:8]=1. Reported procedure: A mixture of crude trifluoromethanesulfonic acid 1-(4-methoxy-2,6-dimethylphenyl)-3,6-dimethyl-1H-pyrrolo[2,3-b]pyridin-4-yl ester (1.1 g), N,N-diisopropylethylamine (0.65 g) and piperidin-4-yl-acetonitrile (1.6 g) was heated at 150° C. in a sealed tube for 7 hours. After cooling to room temperature, ethyl acetate and water were poured into the mixture, and separated. The aqueous phase was extracted with ethyl acetate, and the organic phase was dried over MgSO4 and filtered. The filtrate was con... RXN SMILES: [CH:1]1([CH:6]=O)[CH2:5][CH2:4][CH2:3][CH2:2]1.[CH:8]([C:10]([CH3:12])=[O:11])=[CH2:9]>>[CH2:2]1[C:1]2([CH2:6][CH2:12][C:10](=[O:11])[CH:8]=[CH:9]2)[CH2:5][CH2:4][CH2:3]1. Procedure: Piperidine enamine was prepared by a method analogous to that described in Organic Syntheses, Collective Volume 7, p 473, using 221.84 g of cyclopentane carbaldehyde instead of cyclooctane carbaldehyde. Through Michael addition of piperidine enamine to methyl vinyl ketone, cyclization by aldol condensation, dehydration, hydrolysis, and vacuum distillation for purification, there was obtained 173.4 g (yield 54%) of spiro[4.5]dec-6-en-8-one. Product: Piperidine enamine, C1CCCC12C=CC(CC2)=O (spiro[4.5]dec-6-en-8-one). Yield: 54.0%. The reactants are C1(CCCC1)C=O (cyclopentane carbaldehyde), piperidine enamine, C(=C)C(=O)C (methyl vinyl ketone). Starting materials: OCCCCCCCCCCCCNC(=O)C=1C=NC(=CC1)N1CCN(CC1)CC (N-(12-hydroxydodecyl)-6-(4-ethyl-1-piperazinyl)pyridine-3-carboxamide), I (hydriodic acid). Run in O (water). Product: ICCCCCCCCCCCCNC(=O)C=1C=NC(=CC1)N1CCN(CC1)CC (N-(12-Iodododecyl)-6-(4-ethyl-1-piperazinyl)pyridine-3-carboxamide). RXN SMILES: O[CH2:2][CH2:3][CH2:4][CH2:5][CH2:6][CH2:7][CH2:8][CH2:9][CH2:10][CH2:11][CH2:12][CH2:13][NH:14][C:15]([C:17]1[CH:18]=[N:19][C:20]([N:23]2[CH2:28][CH2:27][N:26]([CH2:29][CH3:30])[CH2:25][CH2:24]2)=[CH:21][CH:22]=1)=[O:16].[IH:31]>O>[I:31][CH2:2][CH2:3][CH2:4][CH2:5][CH2:6][CH2:7][CH2:8][CH2:9][CH2:10][CH2:11][CH2:12][CH2:13][NH:14][C:15]([C:17]1[CH:18]=[N:19][C:20]([N:23]2[CH2:28][CH2:27][N:26]([CH2:29][CH3:30])[CH2:25][CH2:24]2)=[CH:21][CH:22]=1)=[O:16]. Procedure details: A solution of 2.09 g of N-(12-hydroxydodecyl)-6-(4-ethyl-1-piperazinyl)pyridine-3-carboxamide in 57% hydriodic acid was stirred at 120° C. for 30 minutes. The reaction solution was diluted with water and extracted with chloroform. The chloroform layer was washed with a saturated aqueous solution of sodium hydrogen carbonate and a saturated aqueous solution of sodium chloride, then dried over anhydrous magnesium sulfate. The solvent was distilled off under reduced pressure, and the residue thus o... The reactants are Cc1noc(-c2ccc(Br)cc2)c1C=O, CC(CN)c1ccccc1. Yields the product Cc1noc(-c2ccc(Br)cc2)c1CNCC(C)c1ccccc1. RXN SMILES: [Br:1][c:2]1[cH:3][cH:4][c:5](-[c:8]2[c:9]([CH:14]=[O:15])[c:10]([CH3:13])[n:11][o:12]2)[cH:6][cH:7]1.[c:16]1([CH:22]([CH2:23][NH2:24])[CH3:25])[cH:17][cH:18][cH:19][cH:20][cH:21]1>>[Br:1][c:2]1[cH:3][cH:4][c:5](-[c:8]2[c:9]([CH2:14][NH:24][CH2:23][CH:22]([c:16]3[cH:17][cH:18][cH:19][cH:20][cH:21]3)[CH3:25])[c:10]([CH3:13])[n:11][o:12]2)[cH:6][cH:7]1. The reactants are C(C1=CC=C(C(=O)OCC2CO2)C=C1)(=O)OCC1CO1 (Diglycidyl terephthalate), C(C)NCC (Diethyl amine). The solvent is COCCOC (1,2-dimethoxyethane). Reaction conditions: temperature 60 celsius. The product is OC(COC(C1=CC=C(C(=O)OCC(CN(CC)CC)O)C=C1)=O)CN(CC)CC (Bis-(2-hydroxy-3-diethylaminopropyl)terephthalate). As a reaction SMILES: [C:1]([O:16][CH2:17][CH:18]1[O:20][CH2:19]1)(=[O:15])[C:2]1[CH:14]=[CH:13][C:5]([C:6]([O:8][CH2:9][CH:10]2[O:12][CH2:11]2)=[O:7])=[CH:4][CH:3]=1.[CH2:21]([NH:23][CH2:24][CH3:25])[CH3:22]>COCCOC>[OH:12][CH:10]([CH2:11][N:23]([CH2:24][CH3:25])[CH2:21][CH3:22])[CH2:9][O:8][C:6](=[O:7])[C:5]1[CH:4]=[CH:3][C:2]([C:1]([O:16][CH2:17][CH:18]([OH:20])[CH2:19][N:23]([CH2:24][CH3:25])[CH2:21][CH3:22])=[O:15])=[CH:14][CH:13]=1. Procedure details: Diglycidyl terephthalate (145 parts, 1.0 epoxy equivalent) was dissolved in 1,2-dimethoxyethane (145 parts). Diethyl amine (73 parts, 1 mol.) was added at room temperature. The mixture was heated at 60° C. for 20 hours and part of the solvent (75 parts) was stripped off in vacuo. The product, a light-brown viscous solution, had a solids content of 4.45 meq./g theory: 4.59). 2-hydroxy-3-diethylaminiopropyl groups per molecule: 2; molecular weight: 436 (calculated).